Dataset: the Open Reaction Database (ORD), a public repository of structured organic reaction records. Task: describe an organic reaction: reactants, conditions, products, and yield The reactants are CC1=CC=C(O1)CN1C(=NC=2C1=NC=CC2)NC2CCN(CCC2)CCO (hexahydro-4-[[3-[(5-methyl-2-furanyl)methyl]-3H-imidazo[4,5-b]-pyridin-2-yl]amino]-1H-azepine-1-ethanol), [H-].[Na+] (sodium hydride), O (water), ClC1=NC=CC=N1 (2-chloropyrimidine). The solvent is CN(C=O)C (N,N-dimethylformamide), CN(C=O)C (N,N-dimethylformamide). Conditions: time 15 minute. Yields the product N1=C(N=CC=C1)OCCN1CCC(CCC1)NC1=NC=2C(=NC=CC2)N1CC=1OC(=CC1)C (N-[hexahydro-1-[2-(2-pyrimidinyloxy)ethyl]-1H-azepin-4-yl]-3-[(5-methyl-2-furanyl)methyl]-3H-imidazo[4,5-b]pyridin-2-amine). Yield: 34.8%. Reaction SMILES: [H-].[Na+].[CH3:3][C:4]1[O:8][C:7]([CH2:9][N:10]2[C:14]3=[N:15][CH:16]=[CH:17][CH:18]=[C:13]3[N:12]=[C:11]2[NH:19][CH:20]2[CH2:26][CH2:25][CH2:24][N:23]([CH2:27][CH2:28][OH:29])[CH2:22][CH2:21]2)=[CH:6][CH:5]=1.Cl[C:31]1[N:36]=[CH:35][CH:34]=[CH:33][N:32]=1.O>CN(C)C=O>[N:32]1[CH:33]=[CH:34][CH:35]=[N:36][C:31]=1[O:29][CH2:28][CH2:27][N:23]1[CH2:24][CH2:25][CH2:26][CH:20]([NH:19][C:11]2[N:10]([CH2:9][C:7]3[O:8][C:4]([CH3:3])=[CH:5][CH:6]=3)[C:14]3=[N:15][CH:16]=[CH:17][CH:18]=[C:13]3[N:12]=2)[CH2:21][CH2:22]1 |f:0.1|. Procedure details: To a stirred mixture of 1 part of a sodium hydride dispersion 50% and 94 parts of N,N-dimethylformamide is added dropwise a solution of 5.5 parts of hexahydro-4-[[3-[(5-methyl-2-furanyl)methyl]-3H-imidazo[4,5-b]-pyridin-2-yl]amino]-1H-azepine-1-ethanol in N,N-dimethylformamide. Upon complete addition, stirring is continued for 15 minutes at room temperature. 1.9 Parts of 2-chloropyrimidine are added portionwise and upon completion, stirring is continued for 2 hours at room temperature. The react...